This data is from the Open Reaction Database (ORD), a public repository of structured organic reaction records. The task is: describe an organic reaction: reactants, conditions, products, and yield The reactants are Cc1c(Br)cc(F)cc1C(=O)O, CCOC(C)=O, CI, [K+], [K+], O=C([O-])[O-], CN(C)C=O. Product: COC(=O)c1cc(F)cc(Br)c1C. RXN SMILES: [Br:7][c:8]1[c:9]([CH3:18])[c:10]([C:11](=[O:12])[OH:13])[cH:14][c:15]([F:17])[cH:16]1.[CH3:26][CH2:27][O:28][C:29]([CH3:30])=[O:31].[I:19][CH3:20].[K+:1].[K+:2].[O-:3][C:4]([O-:5])=[O:6].[O:21]=[CH:22][N:23]([CH3:24])[CH3:25]>>[CH3:4][O:13][C:11]([c:10]1[c:9]([CH3:18])[c:8]([Br:7])[cH:16][c:15]([F:17])[cH:14]1)=[O:12].